Dataset: the Open Reaction Database (ORD), a public repository of structured organic reaction records. Task: describe an organic reaction: reactants, conditions, products, and yield Starting materials: [OH-].[Na+] (sodium hydroxide), FC=1C=C(C(=C(C1)[N+](=O)[O-])NC(=O)C)C (5-fluoro-2-methylcarbonylamino-3-methylnitrobenzene), Cl (hydrochloric acid), ice. Solvent: C(C)O (ethanol). Yields the product FC1=CC(=C(N)C(=C1)C)[N+](=O)[O-] (4-fluoro-2-nitro-6-methylaniline). The yield is 94.3%. Reaction SMILES: [F:1][C:2]1[CH:3]=[C:4]([CH3:15])[C:5]([NH:11]C(C)=O)=[C:6]([N+:8]([O-:10])=[O:9])[CH:7]=1.Cl.[OH-].[Na+]>C(O)C>[F:1][C:2]1[CH:3]=[C:4]([CH3:15])[C:5]([NH2:11])=[C:6]([N+:8]([O-:10])=[O:9])[CH:7]=1 |f:2.3|. Procedure: A stirred solution of 22.4 grams (0.106 mole) of 5-fluoro-2-methylcarbonylamino-3-methylnitrobenzene, 100 mL of concentrated hydrochloric acid, and 100 mL of ethanol was heated at reflux for about 17 hours. The reaction mixture was cooled and poured into 500 grams of ice. The mixture was made basic with aqueous 50% sodium hydroxide. The resultant solid was collected by filtration and was thoroughly washed with water. The solid was dried at about 60° C. under vacuum, yielding 17.0 grams of 4-fluo... The reactants are C1CCOC1, CCOC(C)=O, [Cl-], Clc1cc(I)cc(Cl)n1, [H-], [NH4+], [Na+], OCc1ccccc1. Product: Clc1cc(I)cc(OCc2ccccc2)n1. As a reaction SMILES: [CH2:22]1[O:23][CH2:24][CH2:25][CH2:26]1.[CH3:27][CH2:28][O:29][C:30](=[O:31])[CH3:32].[Cl-:20].[Cl:11][c:12]1[n:13][c:14]([Cl:19])[cH:15][c:16]([I:18])[cH:17]1.[H-:1].[NH4+:21].[Na+:2].[OH:3][CH2:4][c:5]1[cH:6][cH:7][cH:8][cH:9][cH:10]1>>[O:3]([CH2:4][c:5]1[cH:6][cH:7][cH:8][cH:9][cH:10]1)[c:14]1[n:13][c:12]([Cl:11])[cH:17][c:16]([I:18])[cH:15]1.